The task is: describe an organic reaction: reactants, conditions, products, and yield. This data is from the Open Reaction Database (ORD), a public repository of structured organic reaction records. The reactants are BrC=1C=C(C(=NC1)N1CCC(CC1)CC(=O)N1CCN(CCC1)C)NC(C1=CC(=CC=C1)Cl)=O (N-{5′-bromo-4-[2-(4-methyl-[1,4]diazepan-1-yl)-2-oxo-ethyl]-3,4,5,6-tetrahydro-2H-[1,2′]bipyridinyl-3′-yl}-3-chloro-benzamide), N1=CC(=CC=C1)B(O)O (3-pyridyl boronic acid), C([O-])([O-])=O.[K+].[K+] (potassium carbonate). The reagents and catalysts are C=1C=CC(=CC1)[P](C=2C=CC=CC2)(C=3C=CC=CC3)[Pd]([P](C=4C=CC=CC4)(C=5C=CC=CC5)C=6C=CC=CC6)([P](C=7C=CC=CC7)(C=8C=CC=CC8)C=9C=CC=CC9)[P](C=1C=CC=CC1)(C=1C=CC=CC1)C=1C=CC=CC1 (tetrakis(triphenylphosphine)palladium(0)). Run in CN(C=O)C (N,N-dimethylformamide). Reaction conditions: temperature 80 celsius. The product is ClC=1C=C(C(=O)NC=2C(=NC=C(C2)C=2C=NC=CC2)N2CCC(CC2)CC(=O)N2CCN(CCC2)C)C=CC1 (3-chloro-N-{4-[2-(4-methyl-[1,4]diazepan-1-yl)-2-oxo-ethyl]-3,4,5,6-tetrahydro-2H-[1,2′;5′,3″]terpyridin-3′-yl}-benzamide). Yield: 14.1%. Reaction SMILES: Br[C:2]1[CH:3]=[C:4]([NH:25][C:26](=[O:34])[C:27]2[CH:32]=[CH:31][CH:30]=[C:29]([Cl:33])[CH:28]=2)[C:5]([N:8]2[CH2:13][CH2:12][CH:11]([CH2:14][C:15]([N:17]3[CH2:23][CH2:22][CH2:21][N:20]([CH3:24])[CH2:19][CH2:18]3)=[O:16])[CH2:10][CH2:9]2)=[N:6][CH:7]=1.[N:35]1[CH:40]=[CH:39][CH:38]=[C:37](B(O)O)[CH:36]=1.C(=O)([O-])[O-].[K+].[K+]>CN(C)C=O.C1C=CC([P]([Pd]([P](C2C=CC=CC=2)(C2C=CC=CC=2)C2C=CC=CC=2)([P](C2C=CC=CC=2)(C2C=CC=CC=2)C2C=CC=CC=2)[P](C2C=CC=CC=2)(C2C=CC=CC=2)C2C=CC=CC=2)(C2C=CC=CC=2)C2C=CC=CC=2)=CC=1>[Cl:33][C:29]1[CH:28]=[C:27]([CH:32]=[CH:31][CH:30]=1)[C:26]([NH:25][C:4]1[C:5]([N:8]2[CH2:13][CH2:12][CH:11]([CH2:14][C:15]([N:17]3[CH2:23][CH2:22][CH2:21][N:20]([CH3:24])[CH2:19][CH2:18]3)=[O:16])[CH2:10][CH2:9]2)=[N:6][CH:7]=[C:2]([C:37]2[CH:36]=[N:35][CH:40]=[CH:39][CH:38]=2)[CH:3]=1)=[O:34] |f:2.3.4,^1:58,60,79,98|. Reported procedure: To a solution of 0.050 g (0.091 mmol) of N-{5′-bromo-4-[2-(4-methyl-[1,4]diazepan-1-yl)-2-oxo-ethyl]-3,4,5,6-tetrahydro-2H-[1,2′]bipyridinyl-3′-yl}-3-chloro-benzamide in N,N-dimethylformamide (3 mL) is added 0.011 g (0.091 mmol) of 3-pyridyl boronic acid followed by 0.100 g (0.725 mmol) of potassium carbonate and 0.010 g (0.009 mmol) of tetrakis(triphenylphosphine)palladium(0). The mixture is flushed with argon for 2 minutes and heated at 80° C. for 18 hours. The mixture is filtered and purified... Reaction SMILES: [BH4-:32].[Br:13][CH2:14][CH2:15][Br:16].[C:17]([CH3:18])([CH3:19])([CH3:20])[O:21][C:22](=[O:23])[N:24]1[CH:25]([CH3:31])[CH2:26][C:27](=[O:30])[CH2:28][CH2:29]1.[CH3:34][CH2:35][O:36][CH2:37][CH3:38].[CH3:42][OH:43].[Cl:39][CH2:40][Cl:41].[F:1][c:2]1[cH:3][c:4]([Br:11])[c:5]2[c:6]([cH:7][cH:8][o:9]2)[cH:10]1.[Mg:12].[Na+:33]>>[F:1][c:2]1[cH:3][c:4]([C:27]2([OH:30])[CH2:26][CH:25]([CH3:31])[N:24]([C:22]([O:21][C:17]([CH3:18])([CH3:19])[CH3:20])=[O:23])[CH2:29][CH2:28]2)[c:5]2[c:6]([cH:7][cH:8][o:9]2)[cH:10]1. The product is CC1CC(O)(c2cc(F)cc3ccoc23)CCN1C(=O)OC(C)(C)C. Starting materials: [BH4-], BrCCBr, CC1CC(=O)CCN1C(=O)OC(C)(C)C, CCOCC, CO, ClCCl, Fc1cc(Br)c2occc2c1, [Mg], [Na+]. Reactants: Oc1ccc(OCc2ccccc2)cc1, CS(=O)(=O)OCCOCCc1ccccc1, CN(C)C=O, [H-], [Na+]. Product: c1ccc(CCOCCOc2ccc(OCc3ccccc3)cc2)cc1. RXN SMILES: [CH2:1]([c:2]1[cH:3][cH:4][cH:5][cH:6][cH:7]1)[O:8][c:9]1[cH:10][cH:11][c:12]([OH:15])[cH:13][cH:14]1.[CH3:18][S:19]([O:20][CH2:23][CH2:24][O:25][CH2:26][CH2:27][c:28]1[cH:29][cH:30][cH:31][cH:32][cH:33]1)(=[O:21])=[O:22].[CH3:34][N:35]([CH3:36])[CH:37]=[O:38].[H-:16].[Na+:17]>>[CH2:1]([c:2]1[cH:3][cH:4][cH:5][cH:6][cH:7]1)[O:8][c:9]1[cH:10][cH:11][c:12]([O:15][CH2:23][CH2:24][O:25][CH2:26][CH2:27][c:28]2[cH:29][cH:30][cH:31][cH:32][cH:33]2)[cH:13][cH:14]1. The reactants are FC1=CC=C(C=C1)C1=C(N=C(S1)C)C(=O)N1C(CCCC1)CC(=O)O ((1-{-[5-(4-fluorophenyl)-2-methylthiazol-4-yl]-methanoyl}-piperidin-2-yl)-acetic acid), C(C(C)C)OC(=O)Cl (isobutylchloroformate), FC1=CC=C(C=C1)C(C)=O (4′-fluoroacetophenone), C(C)(C)[N-]C(C)C.[Li+] (lithium diisopropylamide). Solvent: O1CCCC1 (tetrahydrofuran), C(C)N(CC)CC (Triethylamine), C1CCOC1 (THF). Conditions: temperature -20 celsius, time 1 hour. Yields the product FC1=CC=C(C=C1)C(CC(CC1N(CCCC1)C(=O)C=1N=C(SC1C1=CC=C(C=C1)F)C)=O)=O ((RS)-1-(4-Fluorophenyl)-4-(1-{1-[5-(4-fluorophenyl)-2-methylthiazol-4-yl]-methanoyl}-piperidin-2-yl)-butane-1,3-dione), oil. As a reaction SMILES: [F:1][C:2]1[CH:7]=[CH:6][C:5]([C:8]2[S:12][C:11]([CH3:13])=[N:10][C:9]=2[C:14]([N:16]2[CH2:21][CH2:20][CH2:19][CH2:18][CH:17]2[CH2:22][C:23]([OH:25])=O)=[O:15])=[CH:4][CH:3]=1.C(OC(Cl)=O)C(C)C.[F:34][C:35]1[CH:40]=[CH:39][C:38]([C:41](=[O:43])[CH3:42])=[CH:37][CH:36]=1.C([N-]C(C)C)(C)C.[Li+]>O1CCCC1.C(N(CC)CC)C>[F:34][C:35]1[CH:40]=[CH:39][C:38]([C:41](=[O:43])[CH2:42][C:23](=[O:25])[CH2:22][CH:17]2[CH2:18][CH2:19][CH2:20][CH2:21][N:16]2[C:14]([C:9]2[N:10]=[C:11]([CH3:13])[S:12][C:8]=2[C:5]2[CH:6]=[CH:7][C:2]([F:1])=[CH:3][CH:4]=2)=[O:15])=[CH:37][CH:36]=1 |f:3.4|. Procedure: (1-{-[5-(4-fluorophenyl)-2-methylthiazol-4-yl]-methanoyl}-piperidin-2-yl)-acetic acid (0.500 g) was dissolved in dry tetrahydrofuran (15 ml) and cooled to −20° C. under an atmosphere of argon. Triethylamine (0.231 ml) and isobutylchloroformate (0.215 ml) were added and the solution was stirred at −20° C. for 1 hour. The solution was then cooled to −78° C. B. A solution of 4′-fluoroacetophenone (0.229 g) in THF (15 ml) was cooled to 20° C. under an atmosphere of argon. A solution of lithium diiso...